Dataset: the Open Reaction Database (ORD), a public repository of structured organic reaction records. Task: describe an organic reaction: reactants, conditions, products, and yield The reactants are C(C)(=O)O (acetic acid), ICl (iodine monochloride), C(C)C=1N=C(SC1)N (4-Ethyl-thiazol-2-ylamine). Solvent: C(Cl)Cl (CH2Cl2). Reaction conditions: time 1 hour. Product: C(C)C=1N=C(SC1I)N (4-Ethyl-5-iodo-thiazol-2-ylamine). Reaction SMILES: [CH2:1]([C:3]1[N:4]=[C:5]([NH2:8])[S:6][CH:7]=1)[CH3:2].C(O)(=O)C.[I:13]Cl>C(Cl)Cl>[CH2:1]([C:3]1[N:4]=[C:5]([NH2:8])[S:6][C:7]=1[I:13])[CH3:2]. Procedure: 4-Ethyl-thiazol-2-ylamine (0.960 g, 7.49 mmol) was dissolved in 17 mL of CH2Cl2 and 3.5 mL of acetic acid and treated at 0° C. with iodine monochloride (7.86 mL of 1M in CH2Cl2, 1.05 eq.) and kept at this temperature for 1 h. Pouring onto crashed ice/Na2CO3, twofold extraction with ethyl acetate, washing with water and brine, drying over sodium sulfate, and evaporation to dryness afforded 1.67 g of the title compound as almost black viscous oil, sufficiently pure to be used for the next step.